This data is from the Open Reaction Database (ORD), a public repository of structured organic reaction records. The task is: describe an organic reaction: reactants, conditions, products, and yield Starting materials: Brc1ccsc1, [Li]CCCC, CCCCCC, CC(C)OC(C)C, O=C1NC(=O)C(=O)C(=O)N1, C1CCOC1. Yields the product O=C1NC(=O)C(O)(c2ccsc2)C(=O)N1. RXN SMILES: [Br:19][c:20]1[cH:21][s:22][cH:23][cH:24]1.[CH2:8]([Li:9])[CH2:10][CH2:11][CH3:12].[CH3:13][CH2:14][CH2:15][CH2:16][CH2:17][CH3:18].[CH:1]([O:2][CH:3]([CH3:4])[CH3:5])([CH3:6])[CH3:7].[NH:25]1[C:26](=[O:27])[NH:28][C:29](=[O:30])[C:31](=[O:32])[C:33]1=[O:34].[O:35]1[CH2:36][CH2:37][CH2:38][CH2:39]1>>[c:20]1([C:31]2([OH:32])[C:29](=[O:30])[NH:28][C:26](=[O:27])[NH:25][C:33]2=[O:34])[cH:21][s:22][cH:23][cH:24]1. Reactants: C([O-])(O)=O.[Na+] (sodium bicarbonate), CON(C(=O)C=1SC(=NN1)CNC1=NC(=NC(=C1)OC[C@@H]1[C@H](C1)C1=NC=C(C=C1)C)C)C (N-methoxy-N-methyl-5-((2-methyl-6-(((1S,2S)-2-(5-methylpyridin-2-yl)cyclopropyl)methoxy)pyrimidin-4-ylamino)methyl)-1,3,4-thiadiazole-2-carboxamide), C[Mg+].[Br-] (CH3MgBr). The solvent is C1CCOC1 (THF), C1(=CC=CC=C1)C (toluene). Reaction conditions: time 30 minute. Product: CC1=NC(=CC(=N1)NCC1=NN=C(S1)C(C)=O)OC[C@@H]1[C@H](C1)C1=NC=C(C=C1)C (1-(5-((2-methyl-6-(((1S,2S)-2-(5-methylpyridin-2-yl)cyclopropyl)methoxy)pyrimidin-4-ylamino)methyl)-1,3,4-thiadiazol-2-yl)ethanone). The yield is 77.0%. As a reaction SMILES: CON(C)[C:4]([C:6]1[S:7][C:8]([CH2:11][NH:12][C:13]2[CH:18]=[C:17]([O:19][CH2:20][C@H:21]3[CH2:23][C@@H:22]3[C:24]3[CH:29]=[CH:28][C:27]([CH3:30])=[CH:26][N:25]=3)[N:16]=[C:15]([CH3:31])[N:14]=2)=[N:9][N:10]=1)=[O:5].C[Mg+].[Br-].[C:36](=O)(O)[O-].[Na+]>C1COCC1.C1(C)C=CC=CC=1>[CH3:31][C:15]1[N:14]=[C:13]([NH:12][CH2:11][C:8]2[S:7][C:6]([C:4](=[O:5])[CH3:36])=[N:10][N:9]=2)[CH:18]=[C:17]([O:19][CH2:20][C@H:21]2[CH2:23][C@@H:22]2[C:24]2[CH:29]=[CH:28][C:27]([CH3:30])=[CH:26][N:25]=2)[N:16]=1 |f:1.2,3.4|. Procedure details: To the solution of N-methoxy-N-methyl-5-((2-methyl-6-(((1S,2S)-2-(5-methylpyridin-2-yl)cyclopropyl)methoxy)pyrimidin-4-ylamino)methyl)-1,3,4-thiadiazole-2-carboxamide (17-1) (355 mg, 0.78 mmol) in THF (2 mL) was added CH3MgBr (1.3 mL, 3.90 mmol) in toluene dropwise at 0° C. The mixture was stirred for 30 min. Then the solution was adjusted to pH=9-10 with saturated sodium bicarbonate and extracted with ethyl acetate (20 mL*3). The organic layers were combined, dried over anhydrous sodium sulfate... Reaction SMILES: [C:23](=[O:24])([O-:25])[O-:26].[CH2:1]([CH:2]=[CH2:3])[O:4][CH:5]1[CH2:6][CH:7]([NH:16][C:17](=[O:18])[C:19]([F:20])([F:21])[F:22])[c:8]2[cH:9][c:10]([O:14][CH3:15])[cH:11][cH:12][c:13]21.[CH3:29][OH:30].[K+:27].[K+:28]>>[CH2:1]([CH:2]=[CH2:3])[O:4][CH:5]1[CH2:6][CH:7]([NH2:16])[c:8]2[cH:9][c:10]([O:14][CH3:15])[cH:11][cH:12][c:13]21. Starting materials: O=C([O-])[O-], C=CCOC1CC(NC(=O)C(F)(F)F)c2cc(OC)ccc21, CO, [K+], [K+]. Yields the product C=CCOC1CC(N)c2cc(OC)ccc21. The reactants are O=C(O)c1nn(CC(F)(F)F)cc1Cl, CC1(c2cc(N)ccc2F)N=C(N)OCC1(F)F. Product: CC1(c2cc(NC(=O)c3nn(CC(F)(F)F)cc3Cl)ccc2F)N=C(N)OCC1(F)F. Reaction SMILES: [Cl:19][c:20]1[c:21]([C:30](=[O:31])[OH:32])[n:22][n:23]([CH2:25][C:26]([F:27])([F:28])[F:29])[cH:24]1.[NH2:1][c:2]1[cH:3][cH:4][c:5]([F:18])[c:6]([C:8]2([CH3:17])[N:9]=[C:10]([NH2:16])[O:11][CH2:12][C:13]2([F:14])[F:15])[cH:7]1>>[NH:1]([c:2]1[cH:3][cH:4][c:5]([F:18])[c:6]([C:8]2([CH3:17])[N:9]=[C:10]([NH2:16])[O:11][CH2:12][C:13]2([F:14])[F:15])[cH:7]1)[C:30]([c:21]1[c:20]([Cl:19])[cH:24][n:23]([CH2:25][C:26]([F:27])([F:28])[F:29])[n:22]1)=[O:31]. RXN SMILES: [C:1]([O:5][C:6]([NH:8][CH2:9][CH2:10][CH2:11][CH2:12][C:13](=[O:25])[CH:14]([C:19]1[CH:24]=[CH:23][CH:22]=[CH:21][CH:20]=1)[C:15]([O:17][CH3:18])=[O:16])=[O:7])([CH3:4])([CH3:3])[CH3:2].[BH4-].[Na+].Cl>CO>[C:1]([O:5][C:6]([NH:8][CH2:9][CH2:10][CH2:11][CH2:12][CH:13]([OH:25])[CH:14]([C:19]1[CH:20]=[CH:21][CH:22]=[CH:23][CH:24]=1)[C:15]([O:17][CH3:18])=[O:16])=[O:7])([CH3:4])([CH3:2])[CH3:3] |f:1.2|. Starting materials: C(C)(C)(C)OC(=O)NCCCCC(C(C(=O)OC)C1=CC=CC=C1)=O (methyl 7-(N-t-butoxycarbonylamino)-3-oxo-2-phenylheptanoate), compound, [BH4-].[Na+] (sodium borohydride), Cl (hydrochloric acid). Yield: 90.0%. The product is C(C)(C)(C)OC(=O)NCCCCC(C(C(=O)OC)C1=CC=CC=C1)O (methyl 7-(N-t-butoxycarbonylamino)-3-hydroxy-2-phenylheptanoate). The solvent is CO (methanol). Reported procedure: The same procedures as in Example 26 were performed except that 1 g (2.75 mmol) of methyl 7-(N-t-butoxycarbonylamino)-3-oxo-2-phenylheptanoate instead of ethyl 7-(N-t-butoxycarbonylamino)-3-oxo-2-phenylheptanoate was dissolved in 6 ml of methanol, 104 mg (2.75 mol) of sodium borohydride was added, and 5 ml of 4N hydrochloric acid was added to the reaction solution, to prepare the target compound as a pale yellow oil in an amount of 0.9 g at a yield of 90.0%. The products were analyzed to result ...